From a dataset of the Open Reaction Database (ORD), a public repository of structured organic reaction records. describe an organic reaction: reactants, conditions, products, and yield Reactants: CS(=O)(=O)Cl, c1ccncc1, Nc1ccc2ncsc2c1. Yields the product CS(=O)(=O)Nc1ccc2ncsc2c1. RXN SMILES: [CH3:1][S:2]([Cl:3])(=[O:4])=[O:5].[cH:16]1[cH:17][cH:18][n:19][cH:20][cH:21]1.[s:6]1[cH:7][n:8][c:9]2[c:10]1[cH:11][c:12]([NH2:15])[cH:13][cH:14]2>>[CH3:1][S:2](=[O:4])(=[O:5])[NH:15][c:12]1[cH:11][c:10]2[s:6][cH:7][n:8][c:9]2[cH:14][cH:13]1. Reactants: IC1=C(N)C=C(C=C1)C (2-Iodo-5-methylaniline), S(=O)(=O)([O-])[O-].[Mg+2] (magnesium sulfate), Cl.N12CC(C(CC1)CC2)=O (quinuclidin-3-one hydrochloride), N12CCN(CC1)CC2 (1,4-diazabicyclo[2.2.2]octane). The reagents and catalysts are C(C)(=O)[O-].[Pd+2].C(C)(=O)[O-] (palladium(II) acetate). The product is CC=1C=CC=2C3=C(NC2C1)C1CCN3CC1 (7-methyl-2,3,4,5-tetrahydro-1,4-ethanopyrido[3,2-b]indole). As a reaction SMILES: I[C:2]1[CH:8]=[CH:7][C:6]([CH3:9])=[CH:5][C:3]=1[NH2:4].Cl.[N:11]12[CH2:18][CH2:17][CH:14]([CH2:15][CH2:16]1)[C:13](=O)[CH2:12]2.N12CCN(CC1)CC2.S([O-])([O-])(=O)=O.[Mg+2]>C([O-])(=O)C.[Pd+2].C([O-])(=O)C>[CH3:9][C:6]1[CH:7]=[CH:8][C:2]2[C:12]3[N:11]4[CH2:18][CH2:17][CH:14]([CH2:15][CH2:16]4)[C:13]=3[NH:4][C:3]=2[CH:5]=1 |f:1.2,4.5,6.7.8|. Reported procedure: 2-Iodo-5-methylaniline (1.0 g, 4.29 mmol; Amfinecom), quinuclidin-3-one hydrochloride (1.24 g, 7.67 mmol; Aldrich), palladium(II) acetate (48 mg, 0.22 mmol; Aldrich), 1,4-diazabicyclo[2.2.2]octane (DABCO; 1.73 g, 15.4 mmol; Aldrich) and magnesium sulfate (0.88 g, 7.31 mmol) were processed as described in Example 205A to provide the title compound: 1H NMR (500 MHz, methanol-d4) δ ppm 1.52-1.63 (m, 2H), 1.94-2.05 (m, 2H), 2.40 (s, 3H), 2.59-2.71 (m, 2H), 3.26 (ddd, J=12.2, 8.5, 4.3 Hz, 2H), 3.40 (... Starting materials: C(C=CC)Cl (crotyl chloride), [OH-].[K+] (KOH), CC(=CCCC(C)=O)C (6-methylhept-5-en-2-one). Reagents/catalysts: [Cl-].C(CCCCCCC)[N+](C)(CCCCCCCC)CCCCCCCC (trioctyl methyl ammonium chloride), CCCCCCCC[N+](C)(CCCCCCCC)CCCCCCCC.[Cl-] (Aliquat 336). Solvent: C1(=CC=CC=C1)C (toluene), C1(=CC=CC=C1)C (toluene). Conditions: temperature 70 celsius. The product is C(=CCC)C(C(C)=O)CC=C(C)C (3-(but-en-1-yl)-6-methylhept-5-en-2-one). RXN SMILES: [CH3:1][C:2]([CH3:9])=[CH:3][CH2:4][CH2:5][C:6](=[O:8])[CH3:7].[OH-].[K+].[CH2:12](Cl)[CH:13]=[CH:14][CH3:15]>C1(C)C=CC=CC=1.[Cl-].C([N+](CCCCCCCC)(CCCCCCCC)C)CCCCCCC>[CH:12]([CH:5]([CH2:4][CH:3]=[C:2]([CH3:9])[CH3:1])[C:6](=[O:8])[CH3:7])=[CH:13][CH2:14][CH3:15] |f:1.2,5.6|. Reported procedure: In a 1 liter 4-necked flask, equipped with a mechanical stirrer, 6-methylhept-5-en-2-one (126.81 g, 1.00 mol) was dissolved in toluene (125 ml). An aqueous solution of KOH (45%, 354.15 g, 2.84 mol) was added at room temperature. The biphasic mixture was heated to 70° C. under stirring. A solution of PTC catalyst (trioctyl methyl ammonium chloride, Aliquat 336, 6.46 g, 16 mmol), and crotyl chloride (136.4 g, 1.51 mol) in toluene (10.0 g) was then added over 2.5 hours at 70° C. The mixture was the... Reactants: COC(=O)CBr, O=C([O-])[O-], CC#N, [K+], [K+], CC(C)(C)[Si](OCCCc1ccc(O)cc1)(c1ccccc1)c1ccccc1. Yields the product COC(=O)COc1ccc(CCCO[Si](c2ccccc2)(c2ccccc2)C(C)(C)C)cc1. Reaction SMILES: [Br:29][CH2:30][C:31](=[O:32])[O:33][CH3:34].[C:35](=[O:36])([O-:37])[O-:38].[CH3:41][C:42]#[N:43].[K+:39].[K+:40].[OH:1][c:2]1[cH:3][cH:4][c:5]([CH2:8][CH2:9][CH2:10][O:11][Si:12]([c:13]2[cH:14][cH:15][cH:16][cH:17][cH:18]2)([c:19]2[cH:20][cH:21][cH:22][cH:23][cH:24]2)[C:25]([CH3:26])([CH3:27])[CH3:28])[cH:6][cH:7]1>>[O:1]([c:2]1[cH:3][cH:4][c:5]([CH2:8][CH2:9][CH2:10][O:11][Si:12]([c:13]2[cH:14][cH:15][cH:16][cH:17][cH:18]2)([c:19]2[cH:20][cH:21][cH:22][cH:23][cH:24]2)[C:25]([CH3:26])([CH3:27])[CH3:28])[cH:6][cH:7]1)[CH2:30][C:31](=[O:32])[O:33][CH3:34]. Reactants: C1CCOC1, CO, O=[N+]([O-])c1ccc(Cl)nc1NCc1nc2cnccc2s1. The product is Nc1ccc(Cl)nc1NCc1nc2cnccc2s1. As a reaction SMILES: [CH2:24]1[O:25][CH2:26][CH2:27][CH2:28]1.[CH3:22][OH:23].[N+:1]([O-:2])(=[O:3])[c:4]1[c:5]([NH:11][CH2:12][c:13]2[s:14][c:15]3[c:16]([cH:17][n:18][cH:19][cH:20]3)[n:21]2)[n:6][c:7]([Cl:10])[cH:8][cH:9]1>>[NH2:1][c:4]1[c:5]([NH:11][CH2:12][c:13]2[s:14][c:15]3[c:16]([cH:17][n:18][cH:19][cH:20]3)[n:21]2)[n:6][c:7]([Cl:10])[cH:8][cH:9]1.